Task: describe an organic reaction: reactants, conditions, products, and yield. Dataset: the Open Reaction Database (ORD), a public repository of structured organic reaction records Starting materials: COc1ccccc1S, [Cu], O=C(O)Cc1ccccc1I, [K+], [OH-], O. The product is COc1ccccc1Sc1ccccc1CC(=O)O. As a reaction SMILES: [CH3:1][O:2][c:3]1[c:4]([SH:9])[cH:5][cH:6][cH:7][cH:8]1.[Cu:24].[I:12][c:13]1[c:14]([CH2:19][C:20](=[O:21])[OH:22])[cH:15][cH:16][cH:17][cH:18]1.[K+:11].[OH-:10].[OH2:23]>>[CH3:1][O:2][c:3]1[c:4]([S:9][c:13]2[c:14]([CH2:19][C:20](=[O:21])[OH:22])[cH:15][cH:16][cH:17][cH:18]2)[cH:5][cH:6][cH:7][cH:8]1. Starting materials: O=C1CN(CC1)C1=C(C=C(C=C1)N1C(O[C@H](C1)COC1=NOC=C1)=O)F (3-(4-(3-Oxo-1-pyrrolidinyl)-3-fluorophenyl)-5(R)-(isoxazol-3-yloxymethyl)oxazolidin-2-one), Cl.NO (hydroxylamine hydrochloride), C(C)(=O)[O-].[Na+] (sodium acetate). Run in ClCCl (dichloromethane), CO (MeOH), O (water). Run at time 4 hour. Yields the product N(O)=C1CN(CC1)C1=C(C=C(C=C1)N1C(O[C@H](C1)COC1=NOC=C1)=O)F (3-(4-(3-Oximino-1-pyrrolidinyl)-3-fluorophenyl)-5(R)-(isoxazol-3-yloxymethyl)oxazolidin-2-one). Yield: 92.2%. Reaction SMILES: O=[C:2]1[CH2:6][CH2:5][N:4]([C:7]2[CH:12]=[CH:11][C:10]([N:13]3[CH2:17][C@H:16]([CH2:18][O:19][C:20]4[CH:24]=[CH:23][O:22][N:21]=4)[O:15][C:14]3=[O:25])=[CH:9][C:8]=2[F:26])[CH2:3]1.Cl.[NH2:28][OH:29].C([O-])(=O)C.[Na+]>ClCCl.CO.O>[N:28](=[C:2]1[CH2:6][CH2:5][N:4]([C:7]2[CH:12]=[CH:11][C:10]([N:13]3[CH2:17][C@H:16]([CH2:18][O:19][C:20]4[CH:24]=[CH:23][O:22][N:21]=4)[O:15][C:14]3=[O:25])=[CH:9][C:8]=2[F:26])[CH2:3]1)[OH:29] |f:1.2,3.4|. Procedure: 3-(4-(3-Oxo-1-pyrrolidinyl)-3-fluorophenyl)-5(R)-(isoxazol-3-yloxymethyl)oxazolidin-2-one (124 mg, 0.34 mmol) was dissolved in a mixture of dichloromethane (10 ml) and MeOH (10 ml), and treated with a solution of hydroxylamine hydrochloride (220 mg, 3.17 mmol) and sodium acetate (500 mg) in water (2 ml). After stirring at ambient temperature for 4 hours, solvents were evaporated, and the residue triturated with water (10 ml), solid filtered and dried to give the desired product (118 mg) as a sin... The reactants are FC1=CC=C(C=C1)C(CCCN1C(CN(CC1)CC(=O)NC1=C(C=CC=C1Cl)Cl)C(=O)OCC)C1=CC=C(C=C1)F (ethyl 1-[4,4-bis(4-fluorophenyl)butyl]-4-[2-[(2,6-dichlorophenyl)amino]-2-oxoethyl]-2-piperazinecarboxylate), Cl (hydrochloric acid), C(O)([O-])=O.[Na+] (sodium hydrogen carbonate). Solvent: CC(C)=O (2-Propanone). Reaction conditions: temperature 100 celsius, time 8 hour. Product: FC1=CC=C(C=C1)C(CCCN1C(CN(CC1)CC(=O)NC1=C(C=CC=C1Cl)Cl)C(=O)O)C1=CC=C(C=C1)F (1-[4,4-bis(4-fluorophenyl)butyl]-4-[2-[(2,6-dichlorophenyl)amino]-2-oxoethyl]-2-piperazinecarboxylic acid). Reaction SMILES: [F:1][C:2]1[CH:7]=[CH:6][C:5]([CH:8]([C:35]2[CH:40]=[CH:39][C:38]([F:41])=[CH:37][CH:36]=2)[CH2:9][CH2:10][CH2:11][N:12]2[CH2:17][CH2:16][N:15]([CH2:18][C:19]([NH:21][C:22]3[C:27]([Cl:28])=[CH:26][CH:25]=[CH:24][C:23]=3[Cl:29])=[O:20])[CH2:14][CH:13]2[C:30]([O:32]CC)=[O:31])=[CH:4][CH:3]=1.Cl.C(=O)([O-])O.[Na+]>CC(=O)C>[F:1][C:2]1[CH:7]=[CH:6][C:5]([CH:8]([C:35]2[CH:36]=[CH:37][C:38]([F:41])=[CH:39][CH:40]=2)[CH2:9][CH2:10][CH2:11][N:12]2[CH2:17][CH2:16][N:15]([CH2:18][C:19]([NH:21][C:22]3[C:27]([Cl:28])=[CH:26][CH:25]=[CH:24][C:23]=3[Cl:29])=[O:20])[CH2:14][CH:13]2[C:30]([OH:32])=[O:31])=[CH:4][CH:3]=1 |f:2.3|. Procedure details: A mixture of 3.3 parts of ethyl 1-[4,4-bis(4-fluorophenyl)butyl]-4-[2-[(2,6-dichlorophenyl)amino]-2-oxoethyl]-2-piperazinecarboxylate and 60 parts of a hydrochloric acid solution 12N was stirred for 8 hours at 100° C. in an oil-bath. 2-Propanone was added whereupon a solution was obtained. The pH was adjusted to 5 with sodium hydrogen carbonate and the 2-propanone was evaporated: a sticky oil in water was remained. The aqueous phase was decanted and the sticky oil was taken up in 24 parts of 4-m... Starting materials: N1CCCC=C1 (tetrahydropyridine), tertiary amine, ClCC=1C(=CC=CC1)CCl (α,α′-dichloro xylene), C(C)OCC (ethyl ether), crude mixture, C1CCOC1 (THF), [Li]C(C)CC (s-BuLi), tertiary amines. Run in CCO (EtOH). Conditions: temperature -78 celsius, time 20 minute. The product is COC=1C=C(C=CC1)C12CCN(CC2(CC2=C(C1)C=CC=C2)C)C ((±)-1,2,3,4,4a,5,10,10a-octahydro4a-(3-methoxyphenyl)-2,10a-dimethylbenzo-[g]isoquinoline). As a reaction SMILES: [NH:1]1[CH:6]=C[CH2:4][CH2:3][CH2:2]1.[CH2:7]1[CH2:11]O[CH2:9][CH2:8]1.[Li][CH:13]([CH2:15][CH3:16])[CH3:14].ClC[C:19]1[C:20]([CH2:25]Cl)=[CH:21][CH:22]=[CH:23][CH:24]=1.[CH2:27]([O:29][CH2:30][CH3:31])C>CCO>[CH3:27][O:29][C:30]1[CH:31]=[C:14]([C:7]23[CH2:11][C:21]4[CH:22]=[CH:23][CH:24]=[CH:19][C:20]=4[CH2:25][C:3]2([CH3:4])[CH2:2][N:1]([CH3:6])[CH2:9][CH2:8]3)[CH:13]=[CH:15][CH:16]=1. Procedure details: To a dry three-neck round-bottomed flask was charged 500 mg (2.3 mmol) of tetrahydropyridine (9) (CAUTION: read reference 12 and references cited therein) and 20 mL dry THF. This was cooled to −78° C., and to this was added 2.4 mL (3.12 mmol) s-BuLi (1.3M in cyclohexane) via a syringe over 5 min. The flask was then warmed to −0° C. and aged for 10 min. The flask was then cooled to −78 ° C. and cannulated into a mixture of 40 mL dry ethyl ether and 1.3 g (7.59 mmol) α,α′-dichloro xylene at −50° C...